From a dataset of the Open Reaction Database (ORD), a public repository of structured organic reaction records. describe an organic reaction: reactants, conditions, products, and yield The reactants are ClC1=NC(=NC(=N1)NC1=C(C=C(C=C1C)C)C)NC1=CC=C(C#N)C=C1 (4-[[4-chloro-6-[(2,4,6-trimethylphenyl)amino]-1,3,5-triazin-2-yl]amino]benzonitrile), N (NH3), N (NH3). The solvent is CC(C)O (2-propanol), O1CCOCC1 (1,4-dioxane). The product is NC1=NC(=NC(=N1)NC1=C(C=C(C=C1C)C)C)NC1=CC=C(C#N)C=C1 (4-[[4-amino-6-[(2,4,6-trimethylphenyl)amino]-1,3,5-triazin-2-yl]amino]benzonitrile). Isolated yield 66.1%. Reaction SMILES: Cl[C:2]1[N:7]=[C:6]([NH:8][C:9]2[C:14]([CH3:15])=[CH:13][C:12]([CH3:16])=[CH:11][C:10]=2[CH3:17])[N:5]=[C:4]([NH:18][C:19]2[CH:26]=[CH:25][C:22]([C:23]#[N:24])=[CH:21][CH:20]=2)[N:3]=1.[NH3:27]>CC(O)C.O1CCOCC1>[NH2:27][C:2]1[N:7]=[C:6]([NH:8][C:9]2[C:14]([CH3:15])=[CH:13][C:12]([CH3:16])=[CH:11][C:10]=2[CH3:17])[N:5]=[C:4]([NH:18][C:19]2[CH:26]=[CH:25][C:22]([C:23]#[N:24])=[CH:21][CH:20]=2)[N:3]=1. Reported procedure: A mixture of 4-[[4-chloro-6-[(2,4,6-trimethylphenyl)amino]-1,3,5-triazin-2-yl]-amino]benzonitrile (*A9c) (0.00137 mol) and NH3 in 1,4-dioxane (0.5 M; 0.00548 mol) was heated in a pressure vessel at 100° C. for 6 days. The solvent was evaporated and the residue was dissolved in CH2Cl2, washed with a saturated aqueous NaHCO3 solution, dried, filtered and the solvent was evaporated. The residue was purified by column chromatography over silica gel (eluent: CH2Cl2/CH3OH 100/0, 99/1 and 98/2). The de... Starting materials: ClC1=C(C=CC2=C1C(N(CC=1N2C=NC1C=1OC(=NN1)CCl)C)=O)F (7-chloro-3-(5-chloromethyl-1,3,4-oxadiazol-2-yl)-8-fluoro-5-methyl-5,6-dihydro-4H-imidazo[1,5-a][1,4]benzodiazepin-6-one), C(CC)NCCC (dipropylamine). The solvent is CN(C=O)C (N,N-dimethylformamide). Run at time 17 hour. Yields the product ClC1=C(C=CC2=C1C(N(CC=1N2C=NC1C=1OC(=NN1)CN(CCC)CCC)C)=O)F (7-chloro-3-(5-dipropylaminomethyl-1,3,4-oxadiazol-2-yl)-8-fluoro-5-methyl-5,6-dihydro-4H-imidazo[1,5-a][1,4]benzodiazepin-6-one). Yield: 41.2%. As a reaction SMILES: [Cl:1][C:2]1[C:7]2[C:8](=[O:24])[N:9]([CH3:23])[CH2:10][C:11]3[N:12]([CH:13]=[N:14][C:15]=3[C:16]3[O:17][C:18]([CH2:21]Cl)=[N:19][N:20]=3)[C:6]=2[CH:5]=[CH:4][C:3]=1[F:25].[CH2:26]([NH:29][CH2:30][CH2:31][CH3:32])[CH2:27][CH3:28]>CN(C)C=O>[Cl:1][C:2]1[C:7]2[C:8](=[O:24])[N:9]([CH3:23])[CH2:10][C:11]3[N:12]([CH:13]=[N:14][C:15]=3[C:16]3[O:17][C:18]([CH2:21][N:29]([CH2:30][CH2:31][CH3:32])[CH2:26][CH2:27][CH3:28])=[N:19][N:20]=3)[C:6]=2[CH:5]=[CH:4][C:3]=1[F:25]. Procedure: A suspension of 0.193 g (0.51 mmol) of 7-chloro-3-(5-chloromethyl-1,3,4-oxadiazol-2-yl)-8-fluoro-5-methyl-5,6-dihydro-4H-imidazo[1,5-a][1,4]benzodiazepin-6-one in 2 ml of N,N-dimethylformamide was treated with 0.26 g (2.55 mmol) of dipropylamine. After stirring at room temperature for 17 hrs. the solution obtained was completely freed from the solvents. The residue was chromatographed over silica gel with methylene chloride/methanol 39:1 as the eluent. The product was recrystallized from ether/n...